From a dataset of the Open Reaction Database (ORD), a public repository of structured organic reaction records. describe an organic reaction: reactants, conditions, products, and yield Starting materials: ClCc1ccc2c(c1)OCO2, ClCCl, CCOC(C)=O, O=C1NS(=O)(=O)c2ccccc21, CN(C)C=O. Yields the product O=C1c2ccccc2S(=O)(=O)N1Cc1ccc2c(c1)OCO2. Reaction SMILES: [CH2:13]1[O:14][c:15]2[cH:16][c:17]([CH2:18][Cl:19])[cH:20][cH:21][c:22]2[O:23]1.[CH2:29]([Cl:30])[Cl:31].[CH3:32][CH2:33][O:34][C:35](=[O:36])[CH3:37].[O:1]=[C:2]1[NH:3][S:4](=[O:5])(=[O:6])[c:7]2[cH:8][cH:9][cH:10][cH:11][c:12]21.[O:24]=[CH:25][N:26]([CH3:27])[CH3:28]>>[O:1]=[C:2]1[N:3]([CH2:18][c:17]2[cH:16][c:15]3[c:22]([cH:21][cH:20]2)[O:23][CH2:13][O:14]3)[S:4](=[O:5])(=[O:6])[c:7]2[cH:8][cH:9][cH:10][cH:11][c:12]21. Run in ice. Procedure: 5-(Pyrid-3-ylmethyl)-2-pyridone (10 g) was added to concentrated sulphuric acid (20 ml) with cooling and stirring. Fuming nitric acid (4.5 ml) was then added over 10 mins. with cooling (ice-bath), allowed to warm to room temperature overnight and then poured on to ice (200 ml). Concentrated ammonium hydroxide solution was added to bring the pH to 8, when the product precipitated from solution. The solid was filtered off and recrystallised from methanol to give the title compound (7.04 g), m.p. 2... Yields the product [N+](=O)([O-])C=1C(NC=C(C1)CC=1C=NC=CC1)=O (3-Nitro-5-(pyrid-3-ylmethyl)-2-pyridone). Reactants: [OH-].[NH4+] (ammonium hydroxide), N1=CC(=CC=C1)CC=1C=CC(NC1)=O (5-(Pyrid-3-ylmethyl)-2-pyridone), S(O)(O)(=O)=O (sulphuric acid), [N+](=O)(O)[O-] (nitric acid). RXN SMILES: [N:1]1[CH:6]=[CH:5][CH:4]=[C:3]([CH2:7][C:8]2[CH:9]=[CH:10][C:11](=[O:14])[NH:12][CH:13]=2)[CH:2]=1.S(=O)(=O)(O)O.[N+:20]([O-])([OH:22])=[O:21].[OH-].[NH4+]>>[N+:20]([C:10]1[C:11](=[O:14])[NH:12][CH:13]=[C:8]([CH2:7][C:3]2[CH:2]=[N:1][CH:6]=[CH:5][CH:4]=2)[CH:9]=1)([O-:22])=[O:21] |f:3.4|. Starting materials: C(=O)[O-].[NH4+] (ammonium formate), C(C)O (ethanol), C(C1=CC=CC=C1)OC1=CC=C(C=C1)C1=CC(=NN1C1=CC=C(C=C1)OC)OC(C)C (5-[4-(benzyl-oxy)phenyl]-3-isopropoxy-1-(4-methoxyphenyl)-1H-pyrazole). The reagents and catalysts are [Pd] (palladium on carbon). The solvent is O1CCCC1 (tetrahydrofuran), O (water). Product: C(C)(C)OC1=NN(C(=C1)C1=CC=C(C=C1)O)C1=CC=C(C=C1)OC (4-[3-Isopropoxy-1-(4-methoxyphenyl)-1H-pyrazol-5-yl]-phenol). RXN SMILES: C([O-])=O.[NH4+].C(O)C.C([O:15][C:16]1[CH:21]=[CH:20][C:19]([C:22]2[N:26]([C:27]3[CH:32]=[CH:31][C:30]([O:33][CH3:34])=[CH:29][CH:28]=3)[N:25]=[C:24]([O:35][CH:36]([CH3:38])[CH3:37])[CH:23]=2)=[CH:18][CH:17]=1)C1C=CC=CC=1>O.O1CCCC1.[Pd]>[CH:36]([O:35][C:24]1[CH:23]=[C:22]([C:19]2[CH:18]=[CH:17][C:16]([OH:15])=[CH:21][CH:20]=2)[N:26]([C:27]2[CH:28]=[CH:29][C:30]([O:33][CH3:34])=[CH:31][CH:32]=2)[N:25]=1)([CH3:38])[CH3:37] |f:0.1|. Reported procedure: To a solution of ammonium formate (954 mg) in water (2 ml) were added ethanol (10 ml), a solution of 5-[4-(benzyl-oxy)phenyl]-3-isopropoxy-1-(4-methoxyphenyl)-1H-pyrazole obtained by Example 36 (2.09 g) in tetrahydrofuran (10 ml), and 10% palladium on carbon 50% wet (200 mg) successively. The mixture was refluxed for 1 hr. Starting materials: CCOC(=O)C (EtOAc), BrC=1C(=C(C=C(C1)OC(F)F)NC(OC(C)(C)C)=O)Cl (tert-Butyl (3-bromo-2-chloro-5-(difluoromethoxy)phenyl)carbamate), COC1=CC=C(CCl)C=C1 (4-methoxybenzyl chloride), C[Si](C)(C)[N-][Si](C)(C)C.[Na+] (NaHMDS). The solvent is CN(C)C=O (DMF). Conditions: time 8 hour. Product: BrC=1C(=C(C=C(C1)OC(F)F)N(C(OC(C)(C)C)=O)CC1=CC=C(C=C1)OC)Cl (tert-butyl (3-bromo-2-chloro-5-(difluoromethoxy)phenyl)(4-methoxybenzyl)carbamate). The yield is 72.9%. Reaction SMILES: [Br:1][C:2]1[C:3]([Cl:20])=[C:4]([NH:12][C:13](=[O:19])[O:14][C:15]([CH3:18])([CH3:17])[CH3:16])[CH:5]=[C:6]([O:8][CH:9]([F:11])[F:10])[CH:7]=1.C[Si]([N-][Si](C)(C)C)(C)C.[Na+].[CH3:31][O:32][C:33]1[CH:40]=[CH:39][C:36]([CH2:37]Cl)=[CH:35][CH:34]=1.CCOC(C)=O>CN(C=O)C>[Br:1][C:2]1[C:3]([Cl:20])=[C:4]([N:12]([CH2:37][C:36]2[CH:39]=[CH:40][C:33]([O:32][CH3:31])=[CH:34][CH:35]=2)[C:13](=[O:19])[O:14][C:15]([CH3:16])([CH3:17])[CH3:18])[CH:5]=[C:6]([O:8][CH:9]([F:11])[F:10])[CH:7]=1 |f:1.2|. Procedure details: tert-Butyl (3-bromo-2-chloro-5-(difluoromethoxy)phenyl)carbamate (2.78 g, 7.46 mmol) was dissolved in DMF (37.3 ml) at room temperature. NaHMDS (8.95 ml, 8.95 mmol) was added drop wise and the reaction mixture was stirred for 30 min before the addition of 4-methoxybenzyl chloride (1.321 ml, 9.70 mmol). The reaction was allowed to stir overnight. EtOAc (250 mL) was added and the organic layer was washed with 10% LiCl solution (2×, dried over Na2SO4 and concentrated. Column chromatography (120 g S... The reactants are CN(C)C=O, ClCCl, O=C(O)C(O)Cc1ccccc1[N+](=O)[O-], O=S(Cl)Cl. RXN SMILES: [CH3:1][N:2]([CH3:3])[CH:4]=[O:5].[Cl:25][CH2:26][Cl:27].[OH:10][CH:11]([C:12](=[O:13])[OH:14])[CH2:15][c:16]1[c:17]([N+:22](=[O:23])[O-:24])[cH:18][cH:19][cH:20][cH:21]1.[S:6]([Cl:7])([Cl:8])=[O:9]>>[Cl:8][CH:11]([C:12](=[O:13])[OH:14])[CH2:15][c:16]1[c:17]([N+:22](=[O:23])[O-:24])[cH:18][cH:19][cH:20][cH:21]1. The product is O=C(O)C(Cl)Cc1ccccc1[N+](=O)[O-]. Reactants: CCCCCCCCc1ccc(OCC(=O)Cn2c(C(=O)OC(C)(C)C)cc3ccccc32)cc1, ClCCl, O=C(O)C(F)(F)F. The product is CCCCCCCCc1ccc(OCC(=O)Cn2c(C(=O)O)cc3ccccc32)cc1. Reaction SMILES: [C:1]([CH3:2])([CH3:3])([CH3:4])[O:5][C:6](=[O:7])[c:8]1[n:9]([CH2:17][C:18]([CH2:19][O:20][c:21]2[cH:22][cH:23][c:24]([CH2:27][CH2:28][CH2:29][CH2:30][CH2:31][CH2:32][CH2:33][CH3:34])[cH:25][cH:26]2)=[O:35])[c:10]2[cH:11][cH:12][cH:13][cH:14][c:15]2[cH:16]1.[Cl:43][CH2:44][Cl:45].[OH:36][C:37]([C:38]([F:39])([F:40])[F:41])=[O:42]>>[O:5]=[C:6]([OH:7])[c:8]1[n:9]([CH2:17][C:18]([CH2:19][O:20][c:21]2[cH:22][cH:23][c:24]([CH2:27][CH2:28][CH2:29][CH2:30][CH2:31][CH2:32][CH2:33][CH3:34])[cH:25][cH:26]2)=[O:35])[c:10]2[cH:11][cH:12][cH:13][cH:14][c:15]2[cH:16]1.